This data is from the Open Reaction Database (ORD), a public repository of structured organic reaction records. The task is: describe an organic reaction: reactants, conditions, products, and yield The reactants are [OH-].[Li+] (lithium hydroxide), C(C)OC(=O)C1=C(N2C(S1)=NC(=C2)C2=CC=C(C=C2)F)C (6-(4-Fluoro-phenyl)-3-methyl-imidazo[2,1-b]thiazole-2-carboxylic acid ethyl ester). Run in C(C)O (ethanol), O (water). Reaction conditions: time 24 hour. The product is FC1=CC=C(C=C1)C=1N=C2SC(=C(N2C1)C)C(=O)O (6-(4-Fluoro-phenyl)-3-methyl-imidazo[2,1-b]thiazole-2-carboxylic acid). RXN SMILES: [OH-].[Li+].C([O:5][C:6]([C:8]1[S:12][C:11]2=[N:13][C:14]([C:16]3[CH:21]=[CH:20][C:19]([F:22])=[CH:18][CH:17]=3)=[CH:15][N:10]2[C:9]=1[CH3:23])=[O:7])C>C(O)C.O>[F:22][C:19]1[CH:20]=[CH:21][C:16]([C:14]2[N:13]=[C:11]3[N:10]([CH:15]=2)[C:9]([CH3:23])=[C:8]([C:6]([OH:7])=[O:5])[S:12]3)=[CH:17][CH:18]=1 |f:0.1|. Reported procedure: To lithium hydroxide (184.4 mg, 7.7 mmol) in 100 ml of ethanol and 100 ml of water was added 6-(4-fluoro-phenyl)-3-methyl-imidazo[2,1-b]thiazole-2-carboxylic acid ethyl ester (example 1, 2.13 g, 7 mmol). After stirring 24 hours at RT the mixture was filtered and the filtrate partially evaporated. The aqueous solution was acidified with hydrochloric acid to pH 4 and the separated product filtered and dried. Yield: 1.11 g (57%). MS: M+H+=277.01.